describe an organic reaction: reactants, conditions, products, and yield From a dataset of the Open Reaction Database (ORD), a public repository of structured organic reaction records. Procedure: In a manner analogous to that described in Example 1, by condensing 2-hydrazino-3-[(RS)-1-methylpropyl]-5-(3-pyridyl)pyrazine with diethyl methylmalonate there is obtained ethyl rac-α-methyl-8-[(RS)-1-methylpropyl]-6-(3-pyridyl)-s-triazolo[4,3-a]pyrazine-3-acetate, MS: 353 (M)+, which by saponification analogously to Example 1 is converted into the above acid which is used directly in the next step. Product: CC(C(=O)OCC)C1=NN=C2N1C=C(N=C2C(CC)C)C=2C=NC=CC2 (ethyl rac-α-methyl-8-[(RS)-1-methylpropyl]-6-(3-pyridyl)-s-triazolo[4,3-a]pyrazine-3-acetate). As a reaction SMILES: [NH:1]([C:3]1[C:8]([CH:9]([CH3:12])[CH2:10][CH3:11])=[N:7][C:6]([C:13]2[CH:14]=[N:15][CH:16]=[CH:17][CH:18]=2)=[CH:5][N:4]=1)[NH2:2].[CH3:19][CH:20]([C:26](OCC)=O)[C:21]([O:23][CH2:24][CH3:25])=[O:22]>>[CH3:19][CH:20]([C:26]1[N:4]2[CH:5]=[C:6]([C:13]3[CH:14]=[N:15][CH:16]=[CH:17][CH:18]=3)[N:7]=[C:8]([CH:9]([CH3:12])[CH2:10][CH3:11])[C:3]2=[N:1][N:2]=1)[C:21]([O:23][CH2:24][CH3:25])=[O:22]. Starting materials: N(N)C1=NC=C(N=C1C(CC)C)C=1C=NC=CC1 (2-hydrazino-3-[(RS)-1-methylpropyl]-5-(3-pyridyl)pyrazine), CC(C(=O)OCC)C(=O)OCC (diethyl methylmalonate). The reactants are Brc1cccc(Br)n1, O=C([O-])[O-], Cc1ccccc1, ClCCl, N#N, [Na+], [Na+], c1ccc(P(c2ccccc2)(c2ccccc2)[Pd](P(c2ccccc2)(c2ccccc2)c2ccccc2)(P(c2ccccc2)(c2ccccc2)c2ccccc2)P(c2ccccc2)(c2ccccc2)c2ccccc2)cc1, OB(O)c1ccncc1. The product is Brc1cccc(-c2ccncc2)n1. Reaction SMILES: [Br:3][c:4]1[n:5][c:6]([Br:10])[cH:7][cH:8][cH:9]1.[C:23](=[O:24])([O-:25])[O-:26].[CH3:29][c:30]1[cH:31][cH:32][cH:33][cH:34][cH:35]1.[Cl:20][CH2:21][Cl:22].[N:1]#[N:2].[Na+:27].[Na+:28].[cH:36]1[cH:37][cH:38][c:39]([P:40]([Pd:41]([P:42]([c:43]2[cH:44][cH:45][cH:46][cH:47][cH:48]2)([c:49]2[cH:50][cH:51][cH:52][cH:53][cH:54]2)[c:55]2[cH:56][cH:57][cH:58][cH:59][cH:60]2)([P:61]([c:62]2[cH:63][cH:64][cH:65][cH:66][cH:67]2)([c:68]2[cH:69][cH:70][cH:71][cH:72][cH:73]2)[c:74]2[cH:75][cH:76][cH:77][cH:78][cH:79]2)[P:80]([c:81]2[cH:82][cH:83][cH:84][cH:85][cH:86]2)([c:87]2[cH:88][cH:89][cH:90][cH:91][cH:92]2)[c:93]2[cH:94][cH:95][cH:96][cH:97][cH:98]2)([c:99]2[cH:100][cH:101][cH:102][cH:103][cH:104]2)[c:105]2[cH:106][cH:107][cH:108][cH:109][cH:110]2)[cH:111][cH:112]1.[n:11]1[cH:12][cH:13][c:14]([B:17]([OH:18])[OH:19])[cH:15][cH:16]1>>[c:4]1(-[c:14]2[cH:13][cH:12][n:11][cH:16][cH:15]2)[n:5][c:6]([Br:10])[cH:7][cH:8][cH:9]1. The reactants are ClC=1C(=C(C(=C2C1C(=O)OC2=O)Cl)Cl)Cl (tetrachlorophthalic anhydride), ClC1=C(C=C(O)C=C1)O (4-chlororesorcinol), C1(O)=CC(O)=CC=C1 (resorcinol). The product is ClC1=CC=2C3(C4=CC=C(C=C4OC2C=C1O)O)OC(C1=C(C(=C(C(=C13)Cl)Cl)Cl)Cl)=O (2′,4,5,6,7-pentachloro-3′,6′-dihydroxy-3H-spiro[isobenzofuran-1,9′-xanthen]-3-one). Yield: 82.1%. As a reaction SMILES: [Cl:1][C:2]1[C:3]([Cl:15])=[C:4]([Cl:14])[C:5]([Cl:13])=[C:6]2[C:11](=O)[O:10][C:8](=[O:9])[C:7]=12.[Cl:16][C:17]1[CH:23]=[CH:22][C:20]([OH:21])=[CH:19][C:18]=1[OH:24].[C:25]1([CH:32]=[CH:31][CH:30]=[C:28](O)[CH:27]=1)[OH:26]>>[Cl:16][C:17]1[C:18]([OH:24])=[CH:19][C:20]2[O:21][C:31]3[C:30](=[CH:28][CH:27]=[C:25]([OH:26])[CH:32]=3)[C:11]3([C:6]4[C:7](=[C:2]([Cl:1])[C:3]([Cl:15])=[C:4]([Cl:14])[C:5]=4[Cl:13])[C:8](=[O:9])[O:10]3)[C:22]=2[CH:23]=1. Procedure details: Treatment of tetrachlorophthalic anhydride (5 g, 17.48 mmol), 4-chlororesorcinol (2.78 g, 19.23 mmol) and resorcinol (2.12 g, 19.23 mmol) according to the procedure described in Example 1 Step 1 provided 7.24 g of 18.6% pure 2′,4,5,6,7-pentachloro-3′,6′-dihydroxy-3H-spiro[isobenzofuran-1,9′-xanthen]-3-one that was collected and taken to the next step as a mixture. Reactants: CC(=O)O, CCOC(C)=O, COc1cc(N2CCN(C(=O)Cn3ncc4cc([N+](=O)[O-])cnc43)CC2)ccc1Cl, [Fe]. The product is COc1cc(N2CCN(C(=O)Cn3ncc4cc(N)cnc43)CC2)ccc1Cl. As a reaction SMILES: [CH3:31][C:32](=[O:33])[OH:34].[CH3:35][CH2:36][O:37][C:38]([CH3:39])=[O:40].[Cl:1][c:2]1[c:3]([O:29][CH3:30])[cH:4][c:5]([N:8]2[CH2:9][CH2:10][N:11]([C:14]([CH2:15][n:16]3[n:17][cH:18][c:19]4[c:20]3[n:21][cH:22][c:23]([N+:25]([O-:26])=[O:27])[cH:24]4)=[O:28])[CH2:12][CH2:13]2)[cH:6][cH:7]1.[Fe:41]>>[Cl:1][c:2]1[c:3]([O:29][CH3:30])[cH:4][c:5]([N:8]2[CH2:9][CH2:10][N:11]([C:14]([CH2:15][n:16]3[n:17][cH:18][c:19]4[c:20]3[n:21][cH:22][c:23]([NH2:25])[cH:24]4)=[O:28])[CH2:12][CH2:13]2)[cH:6][cH:7]1. The product is CC(=O)N(c1nc(N2CCOCC2)sc1C#N)C(C)c1ccccc1. As a reaction SMILES: [Br:20][CH:21]([CH3:22])[c:23]1[cH:24][cH:25][cH:26][cH:27][cH:28]1.[C:3](#[N:4])[c:5]1[c:6]([NH:16][C:17]([CH3:18])=[O:19])[n:7][c:8]([N:10]2[CH2:11][CH2:12][O:13][CH2:14][CH2:15]2)[s:9]1.[CH3:29][N:30]([CH3:31])[CH:32]=[O:33].[CH3:39][CH2:40][O:41][C:42]([CH3:43])=[O:44].[H-:2].[Na+:1].[O:34]1[CH2:35][CH2:36][CH2:37][CH2:38]1>>[C:3](#[N:4])[c:5]1[c:6]([N:16]([C:17]([CH3:18])=[O:19])[CH:21]([CH3:22])[c:23]2[cH:24][cH:25][cH:26][cH:27][cH:28]2)[n:7][c:8]([N:10]2[CH2:11][CH2:12][O:13][CH2:14][CH2:15]2)[s:9]1. Starting materials: CC(Br)c1ccccc1, CC(=O)Nc1nc(N2CCOCC2)sc1C#N, CN(C)C=O, CCOC(C)=O, [H-], [Na+], C1CCOC1. RXN SMILES: Cl[C:2]1[N:3]=[C:4]([NH:11][C:12]2[CH:17]=[CH:16][C:15]([O:18][CH3:19])=[C:14]([O:20][CH3:21])[CH:13]=2)[C:5]2[N:10]=[CH:9][S:8][C:6]=2[N:7]=1.CC1(C)C(C)(C)OB([C:30]2[CH:31]=[C:32]([CH:45]=[CH:46][CH:47]=2)/[CH:33]=[CH:34]/[C:35]2[CH:44]=[CH:43][C:38]([C:39]([O:41][CH3:42])=[O:40])=[CH:37][CH:36]=2)O1.C([O-])([O-])=O.[Na+].[Na+].O>O1CCOCC1.C1C=CC([P]([Pd]([P](C2C=CC=CC=2)(C2C=CC=CC=2)C2C=CC=CC=2)([P](C2C=CC=CC=2)(C2C=CC=CC=2)C2C=CC=CC=2)[P](C2C=CC=CC=2)(C2C=CC=CC=2)C2C=CC=CC=2)(C2C=CC=CC=2)C2C=CC=CC=2)=CC=1>[CH3:21][O:20][C:14]1[CH:13]=[C:12]([NH:11][C:4]2[C:5]3[N:10]=[CH:9][S:8][C:6]=3[N:7]=[C:2]([C:30]3[CH:31]=[C:32]([CH:45]=[CH:46][CH:47]=3)/[CH:33]=[CH:34]/[C:35]3[CH:36]=[CH:37][C:38]([C:39]([O:41][CH3:42])=[O:40])=[CH:43][CH:44]=3)[N:3]=2)[CH:17]=[CH:16][C:15]=1[O:18][CH3:19] |f:2.3.4,^1:65,67,86,105|. The yield is 37.3%. Product: COC=1C=C(C=CC1OC)NC=1C2=C(N=C(N1)C=1C=C(/C=C/C3=CC=C(C(=O)OC)C=C3)C=CC1)SC=N2 ((E)-methyl 4-(3-(7-(3,4-dimethoxyphenylamino)thiazolo[5,4-d]pyrimidin-5-yl)styryl)benzoate). Starting materials: ClC=1N=C(C2=C(N1)SC=N2)NC2=CC(=C(C=C2)OC)OC (5-chloro-N-(3,4-dimethoxyphenyl)thiazolo[5,4-d]pyrimidin-7-amine), CC1(OB(OC1(C)C)C=1C=C(/C=C/C2=CC=C(C(=O)OC)C=C2)C=CC1)C ((E)-methyl 4-(3-(4,4,5,5-tetramethyl-1,3,2-dioxaborolan-2-yl)styryl)benzoate), C(=O)([O-])[O-].[Na+].[Na+] (Na2CO3), O (water). The reagents and catalysts are C=1C=CC(=CC1)[P](C=2C=CC=CC2)(C=3C=CC=CC3)[Pd]([P](C=4C=CC=CC4)(C=5C=CC=CC5)C=6C=CC=CC6)([P](C=7C=CC=CC7)(C=8C=CC=CC8)C=9C=CC=CC9)[P](C=1C=CC=CC1)(C=1C=CC=CC1)C=1C=CC=CC1 (Pd(PPh3)4). The solvent is O1CCOCC1 (1,4-dioxane). Procedure details: To a stirred solution of 5-chloro-N-(3,4-dimethoxyphenyl)thiazolo[5,4-d]pyrimidin-7-amine (150 mg, 0.46 mmol) and (E)-methyl 4-(3-(4,4,5,5-tetramethyl-1,3,2-dioxaborolan-2-yl)styryl)benzoate (200 mg, 0.55 mmol) in 25 mL of 1,4-dioxane were added Na2CO3 (100 mg, 0.94 mmol) and 3 mL of water at room temperature. Then the mixture was degassed with nitrogen for 15 minutes. Pd(PPh3)4 (40 mg, 0.035 mmol) was added in one portion and the reaction mixture was stirred at reflux for 18 hours under nitroge... The reactants are C(=O)([O-])[O-].[Na+].[Na+] (Na2CO3), B(F)(F)F.CCOCC (BF3 Et2O), C(C)[SiH](CC)CC (triethylsilane), C(C)OC(C(C(O)C1=CC=C(C=C1)OCC1=CC=CC=C1)(C)OC1=CC(=C(C=C1)F)F)=O (3-(4-Benzyloxyphenyl)-3-hydroxy-2-(3,4-difluoro-phenoxy)-2-methylpropionic acid ethyl ester). Solvent: C(Cl)Cl (CH2Cl2). Conditions: time 2 hour. Yields the product C(C)OC(C(CC1=CC=C(C=C1)OCC1=CC=CC=C1)(C)OC1=CC(=C(C=C1)F)F)=O (3-(4-benzyloxyphenyl)-2-(3,4-difluorophenoxy)-2-methylpropionic acid ethyl ester). As a reaction SMILES: [CH2:1]([O:3][C:4](=[O:32])[C:5]([O:23][C:24]1[CH:29]=[CH:28][C:27]([F:30])=[C:26]([F:31])[CH:25]=1)([CH3:22])[CH:6]([C:8]1[CH:13]=[CH:12][C:11]([O:14][CH2:15][C:16]2[CH:21]=[CH:20][CH:19]=[CH:18][CH:17]=2)=[CH:10][CH:9]=1)O)[CH3:2].B(F)(F)F.CCOCC.C([SiH](CC)CC)C.C([O-])([O-])=O.[Na+].[Na+]>C(Cl)Cl>[CH2:1]([O:3][C:4](=[O:32])[C:5]([O:23][C:24]1[CH:29]=[CH:28][C:27]([F:30])=[C:26]([F:31])[CH:25]=1)([CH3:22])[CH2:6][C:8]1[CH:9]=[CH:10][C:11]([O:14][CH2:15][C:16]2[CH:21]=[CH:20][CH:19]=[CH:18][CH:17]=2)=[CH:12][CH:13]=1)[CH3:2] |f:1.2,4.5.6|. Reported procedure: 3-(4-Benzyloxyphenyl)-3-hydroxy-2-(3,4-difluoro-phenoxy)-2-methylpropionic acid ethyl ester (9.5 mmol) in anhydrous CH2Cl2 (30 mL) was cooled to 0° C. and treated with BF3-Et2O (1.16 mL, 9.5 mmol) and triethylsilane (1.51 mL, 9.5 mmol). The mixture was stirred for 2 h and gradually warmed to ambient temperature. Saturated aqueous Na2CO3 (15 mL) was added and the mixture was stared vigorously. The solution was partitioned and the organic layer was washed twice with water and brine, dried over Na2...